Dataset: the Open Reaction Database (ORD), a public repository of structured organic reaction records. Task: describe an organic reaction: reactants, conditions, products, and yield Starting materials: C1CCOC1, CCCC1=NNC(=O)C1=C1C=C(Sc2ccc(N)cc2)c2ccccc2N1, O=C(Cl)c1ccco1. Yields the product CCCC1=NNC(=O)C1=C1C=C(Sc2ccc(NC(=O)c3ccco3)cc2)c2ccccc2N1. RXN SMILES: [CH2:36]1[O:37][CH2:38][CH2:39][CH2:40]1.[NH2:1][c:2]1[cH:3][cH:4][c:5]([S:8][C:9]2=[CH:10][C:11](=[C:19]3[C:20]([CH2:25][CH2:26][CH3:27])=[N:21][NH:22][C:23]3=[O:24])[NH:12][c:13]3[cH:14][cH:15][cH:16][cH:17][c:18]32)[cH:6][cH:7]1.[o:28]1[c:29]([C:33](=[O:34])[Cl:35])[cH:30][cH:31][cH:32]1>>[NH:1]([c:2]1[cH:3][cH:4][c:5]([S:8][C:9]2=[CH:10][C:11](=[C:19]3[C:20]([CH2:25][CH2:26][CH3:27])=[N:21][NH:22][C:23]3=[O:24])[NH:12][c:13]3[cH:14][cH:15][cH:16][cH:17][c:18]32)[cH:6][cH:7]1)[C:33]([c:29]1[o:28][cH:32][cH:31][cH:30]1)=[O:34]. Starting materials: OC(C)(C)C(C)(C)O (Pinacol), C(C)C(CC1(C2=CC(=CC=C2C=2C=CC(=CC12)B(O)O)B(O)O)CC(CCCC)CC)CCCC (9,9-di(2′-ethylhexyl)fluorene-2,7-diboronic acid), C1(=CC=CC=C1)C (toluene), CCCCCC (n-hexane), ClCCl (dichloromethane). Run at temperature 80 celsius, time 4 hour. Yields the product CC1(OB(OC1(C)C)C1=CC=2C(C3=CC(=CC=C3C2C=C1)B1OC(C(O1)(C)C)(C)C)(CC(CCCC)CC)CC(CCCC)CC)C (2,7-bis(4,4,5,5,-tetramethyl[1.3.2]dioxaborolan-2-yl)-9,9-bis(2-ethylhexyl)-fluorene). Yield: 37.7%. RXN SMILES: [OH:1][C:2]([C:5]([OH:8])([CH3:7])[CH3:6])([CH3:4])[CH3:3].[CH2:9]([CH:11]([CH2:40][CH2:41][CH2:42][CH3:43])[CH2:12][C:13]1([CH2:32][CH:33]([CH2:38][CH3:39])[CH2:34][CH2:35][CH2:36][CH3:37])[C:25]2[CH:24]=[C:23]([B:26](O)O)[CH:22]=[CH:21][C:20]=2[C:19]2[C:14]1=[CH:15][C:16]([B:29]([OH:31])[OH:30])=[CH:17][CH:18]=2)[CH3:10].[CH3:44]CCCCC.ClCCl.[C:53]1([CH3:59])[CH:58]=[CH:57]C=C[CH:54]=1>>[CH3:3][C:2]1([CH3:4])[C:5]([CH3:7])([CH3:6])[O:8][B:26]([C:23]2[CH:22]=[CH:21][C:20]3[C:19]4[C:14](=[CH:15][C:16]([B:29]5[O:31][C:53]([CH3:59])([CH3:54])[C:58]([CH3:44])([CH3:57])[O:30]5)=[CH:17][CH:18]=4)[C:13]([CH2:32][CH:33]([CH2:38][CH3:39])[CH2:34][CH2:35][CH2:36][CH3:37])([CH2:12][CH:11]([CH2:9][CH3:10])[CH2:40][CH2:41][CH2:42][CH3:43])[C:25]=3[CH:24]=2)[O:1]1. Procedure: Pinacol (0.43 g, 3.66 mmol) and 9,9-di(2′-ethylhexyl)fluorene-2,7-diboronic acid (0.5 g, 1.05 mmol) were dissolved in anhydrous toluene (30 mL) and, after heating to 80° C., the mixture was stirred for 4 hours. After the reaction was terminated, the produced compound was extracted with distilled water and dichloromethane, dried with anhydrous MgSO4 and filtered under reduced pressure. The final product 2,7-bis(4,4,5,5,-tetramethyl[1.3.2]dioxaborolan-2-yl)-9,9-bis(2-ethylhexyl)-fluorene (0.28 g, ... Reactants: FC=1C=C(C=CC1F)C(C)(C)O (2-(3,4-difluorophenyl)propan-2-ol), C1(=CC=C(C=C1)S(=O)(=O)O)C (p-toluenesulfonic acid). The solvent is C1=CC=CC=C1 (benzene). Reaction conditions: temperature 60 celsius. Product: FC1=C(C=C(C=C1)C(=C)C)F (1,2-difluoro-4-isopropenyl-benzene), oil. The yield is 92.0%. Reaction SMILES: [F:1][C:2]1[CH:3]=[C:4]([C:9](O)([CH3:11])[CH3:10])[CH:5]=[CH:6][C:7]=1[F:8].C1(C)C=CC(S(O)(=O)=O)=CC=1>C1C=CC=CC=1>[F:8][C:7]1[CH:6]=[CH:5][C:4]([C:9]([CH3:11])=[CH2:10])=[CH:3][C:2]=1[F:1]. Procedure: To a solution of 2-(3,4-difluorophenyl)propan-2-ol (1.0 g, 5.8 mmol) in 40 mL benzene was added 0.1 g of p-toluenesulfonic acid and the solution was heated to 60° C. TLC analysis showed disappearance of the starting material. After cooling, the solution was extracted with EtOAc, washed with saturated NaHCO3, dried over Na2SO4, filtered and the solvent was removed in vacuo. 1,2-difluoro-4-isopropenyl-benzene was obtained as a yellow oil (0.82 g, 92% yield). Reactants: COc1ccccc1CC(=O)O, CC#N, Nc1ccccc1-c1cc2ccccc2[nH]1. The product is COc1ccccc1CC(=O)Nc1ccccc1-c1cc2ccccc2[nH]1. RXN SMILES: [CH3:17][O:18][c:19]1[c:20]([CH2:25][C:26](=[O:27])[OH:28])[cH:21][cH:22][cH:23][cH:24]1.[CH3:29][C:30]#[N:31].[NH2:1][c:2]1[c:3](-[c:8]2[nH:9][c:10]3[cH:11][cH:12][cH:13][cH:14][c:15]3[cH:16]2)[cH:4][cH:5][cH:6][cH:7]1>>[NH:1]([c:2]1[c:3](-[c:8]2[nH:9][c:10]3[cH:11][cH:12][cH:13][cH:14][c:15]3[cH:16]2)[cH:4][cH:5][cH:6][cH:7]1)[C:26]([CH2:25][c:20]1[c:19]([O:18][CH3:17])[cH:24][cH:23][cH:22][cH:21]1)=[O:27]. Starting materials: CCOCCN(C)c1ccc(-c2ccc3c(c2)C=C(C(=O)OC)CCN3C=O)cc1, C1CCOC1, CO, [Na+], [OH-]. Yields the product CCOCCN(C)c1ccc(-c2ccc3c(c2)C=C(C(=O)O)CCN3C=O)cc1. Reaction SMILES: [CH2:1]([CH3:2])[O:3][CH2:4][CH2:5][N:6]([CH3:7])[c:8]1[cH:9][cH:10][c:11](-[c:14]2[cH:15][cH:16][c:17]3[c:18]([cH:30]2)[CH:19]=[C:20]([C:26](=[O:27])[O:28][CH3:29])[CH2:21][CH2:22][N:23]3[CH:24]=[O:25])[cH:12][cH:13]1.[CH2:35]1[O:36][CH2:37][CH2:38][CH2:39]1.[CH3:33][OH:34].[Na+:32].[OH-:31]>>[CH2:1]([CH3:2])[O:3][CH2:4][CH2:5][N:6]([CH3:7])[c:8]1[cH:9][cH:10][c:11](-[c:14]2[cH:15][cH:16][c:17]3[c:18]([cH:30]2)[CH:19]=[C:20]([C:26](=[O:27])[OH:28])[CH2:21][CH2:22][N:23]3[CH:24]=[O:25])[cH:12][cH:13]1. Starting materials: ClCC(=O)NC1=CC=CC=2C(C3=CC=CC(=C3C(C12)=O)NC(CCl)=O)=O (1,8-Bis(chloroacetamido)anthraquinone), ClCC(=O)NC1=CC=CC=2C(C3=CC=CC(=C3C(C12)=O)NC(CCl)=O)=O (1,8-Bis(chloroacetamido)anthraquinone), TEA, C(CC)NCCC (Dipropylamine), ice water. Solvent: CN(C=O)C (dimethylformamide). Conditions: time 30 minute. The product is C(CC)N(CC(=O)NC1=CC=CC=2C(C3=CC=CC(=C3C(C12)=O)NC(CN(CCC)CCC)=O)=O)CCC (1,8-Bis[2-(dipropylamino)acetamido]anthraquinone). Isolated yield 82.0%. Reaction SMILES: Cl[CH2:2][C:3]([NH:5][C:6]1[C:19]2[C:18](=[O:20])[C:17]3[C:12](=[CH:13][CH:14]=[CH:15][C:16]=3[NH:21][C:22](=[O:25])[CH2:23]Cl)[C:11](=[O:26])[C:10]=2[CH:9]=[CH:8][CH:7]=1)=[O:4].[CH2:27]([NH:30][CH2:31][CH2:32][CH3:33])[CH2:28][CH3:29]>CN(C)C=O>[CH2:27]([N:30]([CH2:31][CH2:32][CH3:33])[CH2:2][C:3]([NH:5][C:6]1[C:19]2[C:18](=[O:20])[C:17]3[C:12](=[CH:13][CH:14]=[CH:15][C:16]=3[NH:21][C:22](=[O:25])[CH2:23][N:30]([CH2:31][CH2:32][CH3:33])[CH2:27][CH2:28][CH3:29])[C:11](=[O:26])[C:10]=2[CH:9]=[CH:8][CH:7]=1)=[O:4])[CH2:28][CH3:29]. Reported procedure: Add 0.4 g, 1.0 mmol 1,8-bis(chloroacetamido)anthraquinone (compound 3) with 0.5 ml TEA, and 0.7 ml, 6 mmole Dipropylamine, dissolved in 20 ml dehydrated dimethylformamide (DMF). The mixture is reacted in a mini-reactor. The reaction temperature is 120° C. in the oil bath and the reaction time is 30 minutes. The reacted mixture is poured into 50 ml ice water and is filtered to collect precipitate. The precipitate is recrystallized from ethanol to get yellow compound 3n.